Dataset: the Open Reaction Database (ORD), a public repository of structured organic reaction records. Task: describe an organic reaction: reactants, conditions, products, and yield The reactants are C1CCOC1, C[Si](C)(C)Cl, CN1CCCC1=O, C[Si](C)(C)N[Si](C)(C)C, CCN(C(C)C)C(C)C, CCSc1nc(Cl)cc(C)c1C(=O)NCc1cccc(F)c1, [Na+], O=C([O-])O, OCC1COCCN1. Product: CCSc1nc(N2CCOCC2CO)cc(C)c1C(=O)NCc1cccc(F)c1. RXN SMILES: [CH2:59]1[O:60][CH2:61][CH2:62][CH2:63]1.[CH3:18][Si:19]([CH3:20])([CH3:21])[Cl:22].[CH3:64][N:65]1[CH2:66][CH2:67][CH2:68][C:69]1=[O:70].[CH3:9][Si:10]([CH3:11])([CH3:12])[NH:13][Si:14]([CH3:15])([CH3:16])[CH3:17].[CH:45]([N:46]([CH2:47][CH3:48])[CH:49]([CH3:50])[CH3:51])([CH3:52])[CH3:53].[Cl:23][c:24]1[cH:25][c:26]([CH3:44])[c:27]([C:33](=[O:34])[NH:35][CH2:36][c:37]2[cH:38][c:39]([F:43])[cH:40][cH:41][cH:42]2)[c:28]([S:30][CH2:31][CH3:32])[n:29]1.[Na+:58].[O-:54][C:55]([OH:56])=[O:57].[O:1]1[CH2:2][CH:3]([CH2:7][OH:8])[NH:4][CH2:5][CH2:6]1>>[O:1]1[CH2:2][CH:3]([CH2:7][OH:8])[N:4]([c:24]2[cH:25][c:26]([CH3:44])[c:27]([C:33](=[O:34])[NH:35][CH2:36][c:37]3[cH:38][c:39]([F:43])[cH:40][cH:41][cH:42]3)[c:28]([S:30][CH2:31][CH3:32])[n:29]2)[CH2:5][CH2:6]1. The reactants are O=C1c2ccccc2C(=O)N1CCCCBr, CN(C)NC(=O)Sc1cccnc1, CO, [Na+], [OH-]. Reaction SMILES: [Br:16][CH2:17][CH2:18][CH2:19][CH2:20][N:21]1[C:22](=[O:31])[c:23]2[c:24]([cH:27][cH:28][cH:29][cH:30]2)[C:25]1=[O:26].[CH3:1][N:2]([NH:3][C:5](=[O:4])[S:7][c:8]1[cH:9][n:10][cH:11][cH:12][cH:13]1)[CH3:6].[CH3:32][OH:33].[Na+:15].[OH-:14]>>[CH2:5]([S:7][c:8]1[cH:9][n:10][cH:11][cH:12][cH:13]1)[CH2:18][CH2:19][CH2:20][N:21]1[C:22](=[O:31])[c:23]2[c:24]([cH:27][cH:28][cH:29][cH:30]2)[C:25]1=[O:26]. Product: O=C1c2ccccc2C(=O)N1CCCCSc1cccnc1. Reactants: N1CCOCC1 (morpholine), ClCC(=O)NC1=CC=C(C=C1)C(=O)N1CC=2N(CC3=C1C=CC=C3)C=CC2 (2-chloro-N-[4-(5H-pyrrolo[2,1-c][1,4]benzodiazepin-10(11H)-ylcarbonyl)phenyl]acetamide), CN1C(N(CCC1)C)=O (1,3-di-methyl-3,4,5,6-tetrahydro-2(1H)-pyrimidinone). The solvent is C(Cl)Cl (methylene chloride). Reaction conditions: time 20 hour. Yields the product C=1C=CN2C1CN(C1=C(C2)C=CC=C1)C(=O)C1=CC=C(C=C1)NC(CN1CCOCC1)=O (N-[4-(5H-pyrrolo[2,1-c][1,4]benzodiazepin-10(11H)-ylcarbonyl)phenyl]-4-morpholineacetamide). Isolated yield 106.8%. As a reaction SMILES: Cl[CH2:2][C:3]([NH:5][C:6]1[CH:11]=[CH:10][C:9]([C:12]([N:14]2[C:20]3[CH:21]=[CH:22][CH:23]=[CH:24][C:19]=3[CH2:18][N:17]3[CH:25]=[CH:26][CH:27]=[C:16]3[CH2:15]2)=[O:13])=[CH:8][CH:7]=1)=[O:4].[NH:28]1[CH2:33][CH2:32][O:31][CH2:30][CH2:29]1.CN1CCCN(C)C1=O>C(Cl)Cl>[CH:27]1[CH:26]=[CH:25][N:17]2[CH2:18][C:19]3[CH:24]=[CH:23][CH:22]=[CH:21][C:20]=3[N:14]([C:12]([C:9]3[CH:10]=[CH:11][C:6]([NH:5][C:3](=[O:4])[CH2:2][N:28]4[CH2:33][CH2:32][O:31][CH2:30][CH2:29]4)=[CH:7][CH:8]=3)=[O:13])[CH2:15][C:16]=12. Reported procedure: A stirred suspension of 0.19 g of 2-chloro-N-[4-(5H-pyrrolo[2,1-c][1,4]benzodiazepin-10(11H)-ylcarbonyl)phenyl]acetamide in 1 ml of methylene chloride is added 0.44 g of morpholine followed by 1 ml of 1,3-di-methyl-3,4,5,6-tetrahydro-2(1H)-pyrimidinone and stirring continued for 20 hours. The methylene chloride is evaporated and the residue diluted with water. The resulting suspension is filtered and the precipitate washed with water. The brown solid is dissolved in 15 ml of ethyl acetate and wa... The reactants are COC(COC1=CC=C(C(=O)OC)C=C1)OC (Methyl 4-((2,2-dimethoxy)ethoxy)benzoate), polyphosphoric acid. The solvent is ClCCCl (1,2-dichloroethane). Product: COC(=O)C1=CC2=C(OC=C2)C=C1 (5-(Methoxycarbonyl)benzo[b]furan). Isolated yield 11.7%. Reaction SMILES: CO[CH:3](OC)[CH2:4][O:5][C:6]1[CH:15]=[CH:14][C:9]([C:10]([O:12][CH3:13])=[O:11])=[CH:8][CH:7]=1>ClCCCl>[CH3:13][O:12][C:10]([C:9]1[CH:14]=[CH:15][C:6]2[O:5][CH:4]=[CH:3][C:7]=2[CH:8]=1)=[O:11]. Procedure details: Methyl 4-((2,2-dimethoxy)ethoxy)benzoate (10.00 g) and polyphosphoric acid (20.00 g) were refluxed in 1,2-dichloroethane (50 ml) for 1 hr. After cooling, ice was added, and the separated organic layer was washed with 10% hydrochloric acid. The mixture was dried over magnesium sulfate, concentrated and purified by column chromatography to give the objective compound (0.86 g). Reactants: OC1=C(C=C(C=C1C(C)(C)CC)C(C)(C)CC)N=NC1=C(C=CC=C1)[N+](=O)[O-] (2'-hydroxy-3',5'-di-tert-amyl-2-nitroazobenzene), OC1=C(C=C(C=C1C(C)(C)C)C(C)(C)C)N=NC1=C(C=CC(=C1)Cl)[N+](=O)[O-] (2'-hydroxy-3',5'-di-tert-butyl-5-chloro-2-nitroazobenzene). Product: ClC1=CC=2C(=NN(N2)C2=C(C(=CC(=C2)C(C)(C)C)C(C)(C)C)O)C=C1 (5-chloro-2-(2-hydroxy-3,5-di-tert-butylphenyl)-2H-benzotriazole). Yield: 80.4%. As a reaction SMILES: OC1C(C(CC)(C)C)=CC(C(CC)(C)C)=CC=1N=NC1C=CC=CC=1[N+]([O-])=O.[OH:29][C:30]1[C:35]([C:36]([CH3:39])([CH3:38])[CH3:37])=[CH:34][C:33]([C:40]([CH3:43])([CH3:42])[CH3:41])=[CH:32][C:31]=1[N:44]=[N:45][C:46]1[CH:51]=[C:50]([Cl:52])[CH:49]=[CH:48][C:47]=1[N+:53]([O-])=O>>[Cl:52][C:50]1[CH:49]=[CH:48][C:47]2=[N:53][N:44]([C:31]3[CH:32]=[C:33]([C:40]([CH3:43])([CH3:42])[CH3:41])[CH:34]=[C:35]([C:36]([CH3:39])([CH3:38])[CH3:37])[C:30]=3[OH:29])[N:45]=[C:46]2[CH:51]=1. Reported procedure: When in Example 1, the 2'-hydroxy-3',5'-di-tert-amyl-2-nitroazobenzene was replaced by an equivalent amount of 2'-hydroxy-3',5'-di-tert-butyl-5-chloro-2-nitroazobenzene, the product 5-chloro-2-(2-hydroxy-3,5-di-tert-butylphenyl)-2H-benzotriazole was obtained after a reaction time of 5 hours in a yield of 80.4% of theory as an isolated product of melting point 151°-154° C. An additional 4.5% yield was present in the mother liquor for an overall yield of 84.9% of theory. Starting materials: FC(C(=O)N)(F)F (Trifluoroacetamide), BrCC1=CC=CC2=CC=CC(=C12)CBr (1,8-bis(bromomethyl)naphthalene), [H-].[Na+] (sodium hydride). Solvent: CN(C)C=O (DMF). The product is FC(C(=O)N1CC2=CC=CC=3C2=C(C1)C=CC3)(F)F (2,3-dihydro-2-trifluoroacetyl-1H-Benz[de]isoquinoline). As a reaction SMILES: [F:1][C:2]([F:7])([F:6])[C:3]([NH2:5])=[O:4].Br[CH2:9][C:10]1[C:19]2[C:14](=[CH:15][CH:16]=[CH:17][C:18]=2[CH2:20]Br)[CH:13]=[CH:12][CH:11]=1.[H-].[Na+]>CN(C=O)C>[F:1][C:2]([F:7])([F:6])[C:3]([N:5]1[CH2:9][C:10]2[CH:11]=[CH:12][CH:13]=[C:14]3[C:19]=2[C:18](=[CH:17][CH:16]=[CH:15]3)[CH2:20]1)=[O:4] |f:2.3|. Procedure details: Trifluoroacetamide (10 mmol) is reacted with 1,8-bis(bromomethyl)naphthalene (10 mmol) and sodium hydride (10 mmol) in DMF according to the procedure of Wright et al (Biochim. Biophys. Acta 1990, 1040, 95-101) to afford the title compound. Starting materials: CCCCN(CC)c1nc(C)nc2c1C(C)(C)C(O)N2c1c(C)cc(C)cc1C, C1CCOC1, CI, [H-], [Na+]. Yields the product CCCCN(CC)c1nc(C)nc2c1C(C)(C)C(OC)N2c1c(C)cc(C)cc1C. Reaction SMILES: [CH2:1]([CH2:2][CH2:3][CH3:4])[N:5]([c:6]1[c:7]2[c:8]([n:9][c:10]([CH3:12])[n:11]1)[N:13]([c:19]1[c:20]([CH3:27])[cH:21][c:22]([CH3:26])[cH:23][c:24]1[CH3:25])[CH:14]([OH:18])[C:15]2([CH3:16])[CH3:17])[CH2:28][CH3:29].[CH2:34]1[O:35][CH2:36][CH2:37][CH2:38]1.[CH3:32][I:33].[H-:30].[Na+:31]>>[CH2:1]([CH2:2][CH2:3][CH3:4])[N:5]([c:6]1[c:7]2[c:8]([n:9][c:10]([CH3:12])[n:11]1)[N:13]([c:19]1[c:20]([CH3:27])[cH:21][c:22]([CH3:26])[cH:23][c:24]1[CH3:25])[CH:14]([O:18][CH3:32])[C:15]2([CH3:16])[CH3:17])[CH2:28][CH3:29].